This data is from the Open Reaction Database (ORD), a public repository of structured organic reaction records. The task is: describe an organic reaction: reactants, conditions, products, and yield Reactants: OC1=CC=C(C=C1)C(C)=O (p-hydroxyacetophenone), C([O-])([O-])=O.[K+].[K+] (potassium carbonate), BrCCCC(C(=O)OCC)(C)C (ethyl 5-bromo-2,2-dimethylpentanoate). The solvent is C(C)O (ethanol). Product: C(C)(=O)C1=CC=C(OC(C(C(=O)OCC)(C)C)CC)C=C1 (ethyl p-acetylphenoxy-2,2-dimethylpentanoate). The yield is 65.5%. RXN SMILES: [OH:1][C:2]1[CH:7]=[CH:6][C:5]([C:8](=[O:10])[CH3:9])=[CH:4][CH:3]=1.C(=O)([O-])[O-].[K+].[K+].Br[CH2:18][CH2:19][CH2:20][C:21]([CH3:28])([CH3:27])[C:22]([O:24][CH2:25][CH3:26])=[O:23]>C(O)C>[C:8]([C:5]1[CH:6]=[CH:7][C:2]([O:1][CH:20]([CH2:19][CH3:18])[C:21]([CH3:28])([CH3:27])[C:22]([O:24][CH2:25][CH3:26])=[O:23])=[CH:3][CH:4]=1)(=[O:10])[CH3:9] |f:1.2.3|. Reported procedure: A mixture of 30 g of p-hydroxyacetophenone and 30 g of potassium carbonate was stirred in 500 ml of ethanol at 60° C. for 30 minutes. After cooling to room temperature, 52 g of ethyl 5-bromo-2,2-dimethylpentanoate was added to the reaction mixture. The resulting mixture was heated under reflux overnight while stirring. The solvent was removed from the reaction mixture by distillation and, 500 ml of chloroform and 300 ml of a 5% aqueous hydrogen sodium carbonate solution were added to the residue... Starting materials: C=CCc1cnc(N)cn1, ClCCl, CCOC(C)=O, CN(C)C=O, CS(=O)(=O)c1ccc(C(CC2CCCC2)C(=O)O)cc1Cl, O=C(Cl)C(=O)Cl, c1ccncc1. Yields the product C=CCc1cnc(NC(=O)C(CC2CCCC2)c2ccc(S(C)(=O)=O)c(Cl)c2)cn1. RXN SMILES: [CH2:28]([CH:29]=[CH2:30])[c:31]1[n:32][cH:33][c:34]([NH2:37])[n:35][cH:36]1.[CH2:44]([Cl:45])[Cl:46].[CH3:47][CH2:48][O:49][C:50](=[O:51])[CH3:52].[CH3:53][N:54]([CH3:55])[CH:56]=[O:57].[Cl:1][c:2]1[cH:3][c:4]([CH:12]([C:13](=[O:14])[OH:15])[CH2:16][CH:17]2[CH2:18][CH2:19][CH2:20][CH2:21]2)[cH:5][cH:6][c:7]1[S:8](=[O:9])(=[O:10])[CH3:11].[Cl:22][C:23]([C:24]([Cl:25])=[O:26])=[O:27].[cH:38]1[cH:39][cH:40][n:41][cH:42][cH:43]1>>[Cl:1][c:2]1[cH:3][c:4]([CH:12]([C:13](=[O:15])[NH:37][c:34]2[cH:33][n:32][c:31]([CH2:28][CH:29]=[CH2:30])[cH:36][n:35]2)[CH2:16][CH:17]2[CH2:18][CH2:19][CH2:20][CH2:21]2)[cH:5][cH:6][c:7]1[S:8](=[O:9])(=[O:10])[CH3:11]. Reactants: NC(C#N)(CN1N=C2C(=N1)C(=CC(=C2Br)Cl)Br)C (2-Amino-3-(5-chloro-4,7-dibromo-2H-benzotriazol-2-yl)-2-methylpropionitrile), FC(C1=CC=C(C(=S)Cl)C=C1)(F)F (4-trifluoromethylthiobenzoyl chloride). Product: ClC1=C(C=2C(=NN(N2)CC(C)(C#N)NC(C2=CC=C(C=C2)C(F)(F)F)=S)C(=C1)Br)Br (N-[2-(5-Chloro-4,7-dibromo-2H-benzotriazol-2-yl)-1-cyano-1-methylethyl]-4-trifluoromethylthiobenzamide), solid. Isolated yield 22.0%. Reaction SMILES: [NH2:1][C:2]([CH3:18])([CH2:5][N:6]1[N:10]=[C:9]2[C:11]([Br:17])=[CH:12][C:13]([Cl:16])=[C:14]([Br:15])[C:8]2=[N:7]1)[C:3]#[N:4].[F:19][C:20]([F:31])([F:30])[C:21]1[CH:29]=[CH:28][C:24]([C:25](Cl)=[S:26])=[CH:23][CH:22]=1>>[Cl:16][C:13]1[CH:12]=[C:11]([Br:17])[C:9]2=[N:10][N:6]([CH2:5][C:2]([NH:1][C:25](=[S:26])[C:24]3[CH:23]=[CH:22][C:21]([C:20]([F:19])([F:30])[F:31])=[CH:29][CH:28]=3)([C:3]#[N:4])[CH3:18])[N:7]=[C:8]2[C:14]=1[Br:15]. Procedure details: Using a procedure similar to that described in Example 1, except using 2-amino-3-(5-chloro-4,7-dibromo-2H-benzotriazol-2-yl)-2-methylpropionitrile (44 mg, described in Example 53) and 4-trifluoromethylthiobenzoyl chloride, the title compound was isolated as a white solid (15 mg, 22%). MS (ES): M/Z [M−H]=594. NMR: (400 MHz, DMSO-d6): 1.75 (s, 3H), 5.43 (d, J=13.4 Hz, 1H), 5.61 (d, J=13.3 Hz, 1H), 7.88 (q, J=8.5 Hz, 4H), 8.04 (s, 1H) and 8.91 (s, 1H). 19F NMR (376 MHz, DMSO-d6): −42.0 (s, 3F).